This data is from the Open Reaction Database (ORD), a public repository of structured organic reaction records. The task is: describe an organic reaction: reactants, conditions, products, and yield Starting materials: O (water), OC1=C(C(N(C2=NC=CC=C12)C1=CC=C(C=C1)C)=O)CCO (4-hydroxy-3-(2-hydroxyethyl)-1-(4-methylphenyl)-1,8-naphthyridin-2(lH)-one), C(=O)(O)[O-].[Na+] (NaHCO3). Solvent: CS(=O)(=O)O.O=P12OP3(=O)OP(=O)(O1)OP(=O)(O2)O3 (Eaton's Reagent). Run at temperature 70 celsius. The product is CC1=CC=C(C=C1)N1C2=C(C(C3=CC=CN=C13)=O)CCO2 (3,9-Dihydro-9-(4-methylphenyl)-furo[2,3-b][1,8]naphthyridin-4(2H)-one). RXN SMILES: [OH:1][C:2]1[C:11]2[C:6](=[N:7][CH:8]=[CH:9][CH:10]=2)[N:5]([C:12]2[CH:17]=[CH:16][C:15]([CH3:18])=[CH:14][CH:13]=2)[C:4](=[O:19])[C:3]=1[CH2:20][CH2:21]O.O.C([O-])(O)=O.[Na+]>CS(O)(=O)=O.O=P12OP3(OP(OP(O3)(O1)=O)(=O)O2)=O>[CH3:18][C:15]1[CH:14]=[CH:13][C:12]([N:5]2[C:6]3[C:11](=[CH:10][CH:9]=[CH:8][N:7]=3)[C:2](=[O:1])[C:3]3[CH2:20][CH2:21][O:19][C:4]2=3)=[CH:17][CH:16]=1 |f:2.3,4.5|. Procedure details: A solution of 4-hydroxy-3-(2-hydroxyethyl)-1-(4-methylphenyl)-1,8-naphthyridin-2(lH)-one (2.2 g.) in Eaton's Reagent (10% P205 in methane sulfonic acid; 40 ml.) was stirred in an atmosphere of nitrogen and heated to 70° C. for 2 hr. After cooling, the product was poured into water, adjusted to pH 4 with NaHCO3, filtered, washed with water, air dried and was recrystallized from isopropanol with decolorization to yield the product, m.p. 246°-248.5° C.